From a dataset of the Open Reaction Database (ORD), a public repository of structured organic reaction records. describe an organic reaction: reactants, conditions, products, and yield Starting materials: CN(C)C=O, O=C(O)c1ccc2c(C3CCCCC3)c3n(c2c1)CCOc1ccccc1-3, ClC(Cl)Cl, O=C(Cl)C(=O)Cl. Product: O=C(Cl)c1ccc2c(C3CCCCC3)c3n(c2c1)CCOc1ccccc1-3. As a reaction SMILES: [CH3:34][N:35]([CH3:36])[CH:37]=[O:38].[CH:1]1([c:7]2[c:8]3[c:9]([n:10]4[c:16]2-[c:15]2[c:14]([cH:20][cH:19][cH:18][cH:17]2)[O:13][CH2:12][CH2:11]4)[cH:21][c:22]([C:25](=[O:26])[OH:27])[cH:23][cH:24]3)[CH2:2][CH2:3][CH2:4][CH2:5][CH2:6]1.[CH:39]([Cl:40])([Cl:41])[Cl:42].[Cl:28][C:29]([C:30]([Cl:31])=[O:32])=[O:33]>>[CH:1]1([c:7]2[c:8]3[c:9]([n:10]4[c:16]2-[c:15]2[c:14]([cH:20][cH:19][cH:18][cH:17]2)[O:13][CH2:12][CH2:11]4)[cH:21][c:22]([C:25](=[O:27])[Cl:28])[cH:23][cH:24]3)[CH2:2][CH2:3][CH2:4][CH2:5][CH2:6]1. Starting materials: C(CCC)[Li] (n-butyllithium), C(C)(C)(C)NS(=O)(=O)C1=CC2=C(S1)S(C(C2)C(=O)OC)(=O)=O (Methyl 5-(N-t-butylsulfamoyl)-1,1-dioxo-2,3-dihydro-thieno[2,3-b]thiophene-2-carboxylate), CI (methyl iodide), C(C)(C)NC(C)C (diisopropylamine). Solvent: CCCCCC (hexane), C1CCOC1 (THF), C1CCOC1 (THF). Conditions: temperature 0 celsius, time 15 minute. Yields the product C(C)(C)(C)NS(=O)(=O)C1=CC2=C(S1)S(C(C2)(C(=O)O)C)(=O)=O (5-(N-t-butylsulfamoyl)-1,1-dioxo-2-methyl-2,3-dihydrothieno[2,3-b]thiophene-2-carboxylic acid). Isolated yield 118.1%. As a reaction SMILES: [CH:1](NC(C)C)(C)C.C([Li])CCC.[C:13]([NH:17][S:18]([C:21]1[S:25][C:24]2[S:26](=[O:34])(=[O:33])[CH:27]([C:29]([O:31]C)=[O:30])[CH2:28][C:23]=2[CH:22]=1)(=[O:20])=[O:19])([CH3:16])([CH3:15])[CH3:14].CI>C1COCC1.CCCCCC>[C:13]([NH:17][S:18]([C:21]1[S:25][C:24]2[S:26](=[O:33])(=[O:34])[C:27]([CH3:1])([C:29]([OH:31])=[O:30])[CH2:28][C:23]=2[CH:22]=1)(=[O:19])=[O:20])([CH3:16])([CH3:14])[CH3:15]. Reported procedure: A stirred solution of diisopropylamine (4.44 mL, 31.7 mmol) in THF (200 mL) was cooled to -78° C. under an N2 atmosphere. A solution of n-butyllithium in hexane (12.3 mL, 2.58M) was added via syringe and the mixture stirred for 10 min at -78° C. and 15 min at 0° C. The mixture was cooled to -78° C. and product from Step B (5.3 g, 14.4 mmol) in THF (50 mL) was added dropwise. The reaction was stirred for 30 min and then methyl iodide (0.94 mL, 15.1 mmol) was added. The reaction was allowed to war... Starting materials: Cc1ccccc1, Clc1nccnc1Cl, OB(O)c1ccc(Cl)cc1, [F-], [K+], O, c1ccc(P(c2ccccc2)(c2ccccc2)[Pd](P(c2ccccc2)(c2ccccc2)c2ccccc2)(P(c2ccccc2)(c2ccccc2)c2ccccc2)P(c2ccccc2)(c2ccccc2)c2ccccc2)cc1. Product: Clc1ccc(-c2nccnc2Cl)cc1. RXN SMILES: [CH3:21][c:22]1[cH:23][cH:24][cH:25][cH:26][cH:27]1.[Cl:1][c:2]1[n:3][cH:4][cH:5][n:6][c:7]1[Cl:8].[Cl:9][c:10]1[cH:11][cH:12][c:13]([B:16]([OH:17])[OH:18])[cH:14][cH:15]1.[F-:19].[K+:20].[OH2:28].[cH:29]1[cH:30][cH:31][c:32]([P:33]([Pd:34]([P:35]([c:36]2[cH:37][cH:38][cH:39][cH:40][cH:41]2)([c:42]2[cH:43][cH:44][cH:45][cH:46][cH:47]2)[c:48]2[cH:49][cH:50][cH:51][cH:52][cH:53]2)([P:54]([c:55]2[cH:56][cH:57][cH:58][cH:59][cH:60]2)([c:61]2[cH:62][cH:63][cH:64][cH:65][cH:66]2)[c:67]2[cH:68][cH:69][cH:70][cH:71][cH:72]2)[P:73]([c:74]2[cH:75][cH:76][cH:77][cH:78][cH:79]2)([c:80]2[cH:81][cH:82][cH:83][cH:84][cH:85]2)[c:86]2[cH:87][cH:88][cH:89][cH:90][cH:91]2)([c:92]2[cH:93][cH:94][cH:95][cH:96][cH:97]2)[c:98]2[cH:99][cH:100][cH:101][cH:102][cH:103]2)[cH:104][cH:105]1>>[c:2]1(-[c:13]2[cH:12][cH:11][c:10]([Cl:9])[cH:15][cH:14]2)[n:3][cH:4][cH:5][n:6][c:7]1[Cl:8]. The reactants are O=C1CCC(=O)N1Br, Cn1c(=O)c2c[nH]nc2n(CC2CC2)c1=O, ClCCCl, CC(C)(C#N)N=NC(C)(C)C#N, O. Product: Cn1c(=O)c2c(Br)[nH]nc2n(CC2CC2)c1=O. Reaction SMILES: [Br:17][N:18]1[C:19](=[O:20])[CH2:21][CH2:22][C:23]1=[O:24].[CH:1]1([CH2:4][n:5]2[c:6](=[O:16])[n:7]([CH3:15])[c:8](=[O:14])[c:9]3[c:10]2[n:11][nH:12][cH:13]3)[CH2:2][CH2:3]1.[Cl:38][CH2:39][CH2:40][Cl:41].[N:25]#[C:26][C:27]([N:28]=[N:29][C:30]([C:31]#[N:32])([CH3:33])[CH3:34])([CH3:35])[CH3:36].[OH2:37]>>[CH:1]1([CH2:4][n:5]2[c:6](=[O:16])[n:7]([CH3:15])[c:8](=[O:14])[c:9]3[c:10]2[n:11][nH:12][c:13]3[Br:17])[CH2:2][CH2:3]1.